This data is from the Open Reaction Database (ORD), a public repository of structured organic reaction records. The task is: describe an organic reaction: reactants, conditions, products, and yield Reactants: BrBr (bromine), FC(C1=CC=C(C=C1)C(CC)=O)(F)F (p-trifluoromethylpropiophenone), C([O-])([O-])=O.[Na+].[Na+] (sodium carbonate). Run in C(C)(=O)O (acetic acid), O (water), CCOC(=O)C (EtOAc), Br (hydrogen bromide), C(C)(=O)O (acetic acid). Run at time 48 hour. Yields the product BrC(C(=O)C1=CC=C(C=C1)C(F)(F)F)C (2-Bromo-1-[4-(trifluoromethyl)phenyl]propan-1-one). Yield: 106.4%. As a reaction SMILES: [F:1][C:2]([F:14])([F:13])[C:3]1[CH:8]=[CH:7][C:6]([C:9](=[O:12])[CH2:10][CH3:11])=[CH:5][CH:4]=1.[Br:15]Br.C(=O)([O-])[O-].[Na+].[Na+]>Br.C(O)(=O)C.O.CCOC(C)=O>[Br:15][CH:10]([CH3:11])[C:9]([C:6]1[CH:5]=[CH:4][C:3]([C:2]([F:13])([F:14])[F:1])=[CH:8][CH:7]=1)=[O:12] |f:2.3.4|. Procedure: Dissolve p-trifluoromethylpropiophenone (5.130 g, 25.120 mmol) in hydrogen bromide (30.00 mL) and acetic acid (20 mL). Add bromine (1.23 mL, 23.864 mmol) in acetic acid (25 mL) drop-wise over 30 minutes. Stir the reaction mixture for 48 hours, and dilute the reaction mixture with water (1 L) and EtOAc (250 mL). Add solid sodium carbonate portion-wise to adjust the pH to ˜7 allowing the gas evolution to cease between additions. Extract the resulting mixture with EtOAc (2×250 mL). Dry the organic ... Reactants: OC1=C(C=C(C=C1C(C)(C)C)SCCCCOC=1C=C2C=CC(NC2=CC1)=O)C(C)(C)C (6-[4-(4-hydroxy-3,5-di-tert. butylphenyl-mercapto)-butoxy]-carbostyril), OO (hydrogen peroxide). The product is OC1=C(C=C(C=C1C(C)(C)C)S(=O)CCCCOC=1C=C2C=CC(NC2=CC1)=O)C(C)(C)C (6-[4-(4-Hydroxy,3,5-di-tert. butylphenyl-sulfinyl)butoxy]-carbostyril). As a reaction SMILES: [OH:1][C:2]1[C:7]([C:8]([CH3:11])([CH3:10])[CH3:9])=[CH:6][C:5]([S:12][CH2:13][CH2:14][CH2:15][CH2:16][O:17][C:18]2[CH:19]=[C:20]3[C:25](=[CH:26][CH:27]=2)[NH:24][C:23](=[O:28])[CH:22]=[CH:21]3)=[CH:4][C:3]=1[C:29]([CH3:32])([CH3:31])[CH3:30].[OH:33]O>>[OH:1][C:2]1[C:3]([C:29]([CH3:32])([CH3:31])[CH3:30])=[CH:4][C:5]([S:12]([CH2:13][CH2:14][CH2:15][CH2:16][O:17][C:18]2[CH:19]=[C:20]3[C:25](=[CH:26][CH:27]=2)[NH:24][C:23](=[O:28])[CH:22]=[CH:21]3)=[O:33])=[CH:6][C:7]=1[C:8]([CH3:9])([CH3:10])[CH3:11]. Procedure details: Prepared analogous to Example 123 from 6-[4-(4-hydroxy-3,5-di-tert. butylphenyl-mercapto)-butoxy]-carbostyril and hydrogen peroxide. The reactants are C(C)(=O)C1=CC=C(C(C(=O)N)=C1)O (5-acetylsalicylamide), O=C(OC(Cl)(Cl)Cl)Cl (diphosgene), O1CCOCC1 (dioxane), O (water). Run at time 18 hour. Product: OC1=C(C#N)C=CC(=C1)C(C)=O (2-Hydroxy-4-acetylbenzonitrile). As a reaction SMILES: C([C:4]1[CH:12]=[C:8]([C:9]([NH2:11])=O)[C:7]([OH:13])=[CH:6][CH:5]=1)(=O)C.O=C(Cl)OC(Cl)(Cl)Cl.O.[O:23]1CCO[CH2:25][CH2:24]1>>[OH:13][C:7]1[CH:6]=[C:5]([C:24](=[O:23])[CH3:25])[CH:4]=[CH:12][C:8]=1[C:9]#[N:11]. Procedure details: 5-acetylsalicylamide (10.04 g, 56 mmol) and diphosgene (18.4 g, 93 mmol) were heated in dioxane (65 ml) to70° C. under nitrogen for 18 hours. The mixture was cooled, cautiously poured into cold water (700 ml) and stirred for 1 hour to destroy excess diphosgene reagent. The mixture was extracted with ethyl acetate, and the organic solution washed with water and brine, dried over sodium sulfate, filtered, and evaporated. The residue was recrystallized from toluene/acetonitrile to give the title co... Reactants: N (ammonia), N(C(=O)C)C1=C(CN(C)C2CCCCC2)C=C(C=C1)C(=O)OCC (2-acetamino-5-carbethoxy-N-cyclohexyl-N-methyl-benzylamine), C(C)O (ethanol), Cl (hydrochloric acid). Solvent: O (water). Procedure: A mixture of 21 gm of 2-acetamino-5-carbethoxy-N-cyclohexyl-N-methyl-benzylamine, 100 ml of ethanol, 90 ml of water and 60 ml of concentrated hydrochloric acid was refluxed for 1 hour. Thereafter, the reaction solution was cooled, poured over ice, made alkaline with ammonia and extracted three times with chloroform. The aqueous alkaline phase was evaporated to dryness in vacuo, the residue was thoroughly stirred with ethanol, and the mixture was filtered. The filtrate was evaporated to dryness i... The product is NC1=C(CN(C)C2CCCCC2)C=C(C=C1)C(=O)O (2-amino-5-carboxy-N-cyclohexyl-N-methyl-benzylamine). RXN SMILES: [NH:1]([C:5]1[CH:19]=[CH:18][C:17]([C:20]([O:22]CC)=[O:21])=[CH:16][C:6]=1[CH2:7][N:8]([CH:10]1[CH2:15][CH2:14][CH2:13][CH2:12][CH2:11]1)[CH3:9])C(C)=O.C(O)C.Cl.N>O>[NH2:1][C:5]1[CH:19]=[CH:18][C:17]([C:20]([OH:22])=[O:21])=[CH:16][C:6]=1[CH2:7][N:8]([CH:10]1[CH2:11][CH2:12][CH2:13][CH2:14][CH2:15]1)[CH3:9]. The reactants are C(C)OC(=O)C=1C(N(N=C(C1)C1=CC=C(C=C1)OC)C)=O (4-ethoxycarbonyl-6-(4-methoxyphenyl)-2-methyl-2H-pyridazin-3-one), C(C1=CC=CC=C1)N (benzylamine). The solvent is C=1(C(=CC=CC1)C)C (xylene). Yields the product C(C1=CC=CC=C1)NC(=O)C=1C(N(N=C(C1)C1=CC=C(C=C1)OC)C)=O (4-Benzylcarbamoyl-6-(4-methoxyphenyl)-2-methyl-2H-pyridazin-3-one). Yield: 94.2%. RXN SMILES: C(O[C:4]([C:6]1[C:7](=[O:21])[N:8]([CH3:20])[N:9]=[C:10]([C:12]2[CH:17]=[CH:16][C:15]([O:18][CH3:19])=[CH:14][CH:13]=2)[CH:11]=1)=[O:5])C.[CH2:22]([NH2:29])[C:23]1[CH:28]=[CH:27][CH:26]=[CH:25][CH:24]=1>C1(C)C(C)=CC=CC=1>[CH2:22]([NH:29][C:4]([C:6]1[C:7](=[O:21])[N:8]([CH3:20])[N:9]=[C:10]([C:12]2[CH:13]=[CH:14][C:15]([O:18][CH3:19])=[CH:16][CH:17]=2)[CH:11]=1)=[O:5])[C:23]1[CH:28]=[CH:27][CH:26]=[CH:25][CH:24]=1. Procedure details: In xylene, 4-ethoxycarbonyl-6-(4-methoxyphenyl)-2-methyl-2H-pyridazin-3-one and benzylamine were reacted at 140° C. for 1 hour. Post-treatments were conducted as in Example 68, whereby the title compound was obtained in a yield of 94.2%. Reactants: [Br-], [Br-], CC[Mg+], C1CCOC1, COc1c(C(=O)O)ccc2ccccc12, COc1ccccc1[Mg+], Cl, O. The product is COc1ccccc1-c1c(C(=O)O)ccc2ccccc12. As a reaction SMILES: [Br-:16].[Br-:20].[CH2:17]([Mg+:18])[CH3:19].[CH2:31]1[O:32][CH2:33][CH2:34][CH2:35]1.[CH3:1][O:2][c:3]1[c:4]([C:13](=[O:14])[OH:15])[cH:5][cH:6][c:7]2[cH:8][cH:9][cH:10][cH:11][c:12]12.[CH3:21][O:22][c:23]1[c:24]([Mg+:29])[cH:25][cH:26][cH:27][cH:28]1.[ClH:30].[OH2:36]>>[c:3]1(-[c:24]2[c:23]([O:22][CH3:21])[cH:28][cH:27][cH:26][cH:25]2)[c:4]([C:13](=[O:14])[OH:15])[cH:5][cH:6][c:7]2[cH:8][cH:9][cH:10][cH:11][c:12]12. The reactants are CC(C)([O-])C.[K+] (potassium t-butoxide), [N+](=[N-])=CP(OC)(OC)=O (dimethyl (diazomethyl)phosphonate), COC1(CCC(CC1)(C=O)C1=CC(=C(C=C1)OC)OC1CCCC1)OC (4-(3-cyclopentyloxy-4-methoxyphenyl)-4-formylcyclohexan-1-one dimethyl ketal), C(C)(=O)O (acetic acid). The solvent is O1CCCC1 (tetrahydrofuran), O1CCCC1 (tetrahydrofuran). Reaction conditions: temperature -78 celsius, time 0.25 hour. Product: COC1(CCC(CC1)(C#C)C1=CC(=C(C=C1)OC)OC1CCCC1)OC (4-(3-Cyclopentyloxy-4-methoxyphenyl)-4-ethynylcyclohexan-1-one dimethyl ketal). Yield: 31.5%. RXN SMILES: [CH3:1]C(C)([O-])C.[K+].[N+](=CP(=O)(OC)OC)=[N-].[CH3:16][O:17][C:18]1([O:40][CH3:41])[CH2:23][CH2:22][C:21]([C:26]2[CH:31]=[CH:30][C:29]([O:32][CH3:33])=[C:28]([O:34][CH:35]3[CH2:39][CH2:38][CH2:37][CH2:36]3)[CH:27]=2)([CH:24]=O)[CH2:20][CH2:19]1.C(O)(=O)C>O1CCCC1>[CH3:41][O:40][C:18]1([O:17][CH3:16])[CH2:19][CH2:20][C:21]([C:26]2[CH:31]=[CH:30][C:29]([O:32][CH3:33])=[C:28]([O:34][CH:35]3[CH2:36][CH2:37][CH2:38][CH2:39]3)[CH:27]=2)([C:24]#[CH:1])[CH2:22][CH2:23]1 |f:0.1|. Procedure details: To a solution of potassium t-butoxide (0.155 g, 1.38 mmol) in dry tetrahydrofuran (5 mL) under an argon atmosphere at -78° C. was added a solution of dimethyl (diazomethyl)phosphonate (ca. 88% pure, 0.24 g, 1.38 mmol). After 0.25 h, a solution of 4-(3-cyclopentyloxy-4-methoxyphenyl)-4-formylcyclohexan-1-one dimethyl ketal (0.42 g, 1.15 mmol) in dry tetrahydrofuran (5 mL) was added dropwise and the mixture was allowed to stir at -78° C. under an argon atmosphere for 5 h. Aqueous acetic acid was a...